Dataset: the Open Reaction Database (ORD), a public repository of structured organic reaction records. Task: describe an organic reaction: reactants, conditions, products, and yield Reactants: ClCCl, O=C(O)C(F)(F)F, CCCCOc1nc(N)c2[nH]c(=O)n(CCCN(Cc3cccc(CC(=O)OC)c3)C(=O)CCC(=O)OC(C)(C)C)c2n1. Yields the product CCCCOc1nc(N)c2[nH]c(=O)n(CCCN(Cc3cccc(CC(=O)OC)c3)C(=O)CCC(=O)O)c2n1. RXN SMILES: [Cl:51][CH2:52][Cl:53].[F:44][C:45]([F:46])([F:47])[C:48]([OH:49])=[O:50].[NH2:1][c:2]1[c:3]2[nH:4][c:5](=[O:43])[n:6]([CH2:16][CH2:17][CH2:18][N:19]([C:20]([CH2:21][CH2:22][C:23](=[O:24])[O:25][C:26]([CH3:27])([CH3:28])[CH3:29])=[O:30])[CH2:31][c:32]3[cH:33][c:34]([CH2:38][C:39](=[O:40])[O:41][CH3:42])[cH:35][cH:36][cH:37]3)[c:7]2[n:8][c:9]([O:11][CH2:12][CH2:13][CH2:14][CH3:15])[n:10]1>>[NH2:1][c:2]1[c:3]2[nH:4][c:5](=[O:43])[n:6]([CH2:16][CH2:17][CH2:18][N:19]([C:20]([CH2:21][CH2:22][C:23](=[O:24])[OH:25])=[O:30])[CH2:31][c:32]3[cH:33][c:34]([CH2:38][C:39](=[O:40])[O:41][CH3:42])[cH:35][cH:36][cH:37]3)[c:7]2[n:8][c:9]([O:11][CH2:12][CH2:13][CH2:14][CH3:15])[n:10]1. The reactants are CCOC(=O)c1c(N)[nH]c2ccccc12, Cl, N#CN, C1COCCO1. The product is CCOC(=O)c1c(NC(=N)N)[nH]c2ccccc12, Cl. Reaction SMILES: [CH2:1]([CH3:2])[O:3][C:4](=[O:5])[c:6]1[c:7]([NH2:15])[nH:8][c:9]2[cH:10][cH:11][cH:12][cH:13][c:14]12.[ClH:19].[NH2:16][C:17]#[N:18].[O:20]1[CH2:21][CH2:22][O:23][CH2:24][CH2:25]1>>[CH2:1]([CH3:2])[O:3][C:4](=[O:5])[c:6]1[c:7]([NH:15][C:17](=[NH:16])[NH2:18])[nH:8][c:9]2[cH:10][cH:11][cH:12][cH:13][c:14]12.[ClH:19].